From a dataset of the Open Reaction Database (ORD), a public repository of structured organic reaction records. describe an organic reaction: reactants, conditions, products, and yield Starting materials: C1=Cc2ccccc2C1, CN(C)CCCCl, CO, Cl, [Na+], [OH-], O. The product is CN(C)CCCC1=CCc2ccccc21. As a reaction SMILES: [CH2:1]1[CH:2]=[CH:3][c:4]2[cH:5][cH:6][cH:7][cH:8][c:9]21.[CH3:11][N:12]([CH2:13][CH2:14][CH2:15][Cl:16])[CH3:17].[CH3:21][OH:22].[ClH:10].[Na+:19].[OH-:18].[OH2:20]>>[C:1]1([CH2:15][CH2:14][CH2:13][N:12]([CH3:11])[CH3:17])=[CH:2][CH2:3][c:4]2[cH:5][cH:6][cH:7][cH:8][c:9]21. The reactants are Cl (HCl), solution, TiCl3, COCCN(C(C(Cl)Cl)=O)CC1=CCC(C=C1)([N+](=O)[O-])OC1=CC=CC=C1 (N-(β-methoxy-ethyl)-N-[4-phenoxy-(4'-nitro)-benzyl]-dichloroacetamide), [OH-].[NH4+] (ammonium hydroxide). Run in CC(=O)C (acetone). Run at time 24 hour. The product is COCCN(C(C(Cl)Cl)=O)CC1=CCC(C=C1)(N)OC1=CC=CC=C1 (N-(β-methoxy-ethyl)-N-[4-phenoxy-(4'-amino)-benzyl]-dichloroacetamide). Isolated yield 80.8%. Reaction SMILES: [CH3:1][O:2][CH2:3][CH2:4][N:5]([CH2:11][C:12]1[CH:17]=[CH:16][C:15]([O:21][C:22]2[CH:27]=[CH:26][CH:25]=[CH:24][CH:23]=2)([N+:18]([O-])=O)[CH2:14][CH:13]=1)[C:6](=[O:10])[CH:7]([Cl:9])[Cl:8].Cl.[OH-].[NH4+]>CC(C)=O>[CH3:1][O:2][CH2:3][CH2:4][N:5]([CH2:11][C:12]1[CH:13]=[CH:14][C:15]([O:21][C:22]2[CH:23]=[CH:24][CH:25]=[CH:26][CH:27]=2)([NH2:18])[CH2:16][CH:17]=1)[C:6](=[O:10])[CH:7]([Cl:8])[Cl:9] |f:2.3|. Procedure details: 23 ml of a 15% solution of TiCl3 was added to 1.6 g of N-(β-methoxy-ethyl)-N-[4-phenoxy-(4'-nitro)-benzyl]-dichloroacetamide, in 30 ml of acetone; the pH was then adjusted to 3 with 23% HCl. The resulting mixture was stirred at room temperature for 24 hours and then, with cooling, brought to pH 9 with concentrated ammonium hydroxide. The resulting precipitate was removed by filtration and washed with water. The filtrated was extracted several times with chloroform. The combined organic extract w... Starting materials: CCO, CCOC(=O)CCNC(=O)c1ccc(NC(c2oc3ccc(F)cc3c2C)C2CCCCC2)cn1, [Na+], C1CCOC1, [OH-]. The product is Cc1c(C(Nc2ccc(C(=O)NCCC(=O)O)nc2)C2CCCCC2)oc2ccc(F)cc12. Reaction SMILES: [CH3:43][CH2:44][OH:45].[CH:1]1([CH:7]([c:8]2[o:9][c:10]3[c:11]([c:12]2[CH3:13])[cH:14][c:15]([F:18])[cH:16][cH:17]3)[NH:19][c:20]2[cH:21][cH:22][c:23]([C:26](=[O:27])[NH:28][CH2:29][CH2:30][C:31](=[O:32])[O:33][CH2:34][CH3:35])[n:24][cH:25]2)[CH2:2][CH2:3][CH2:4][CH2:5][CH2:6]1.[Na+:42].[O:36]1[CH2:37][CH2:38][CH2:39][CH2:40]1.[OH-:41]>>[CH:1]1([CH:7]([c:8]2[o:9][c:10]3[c:11]([c:12]2[CH3:13])[cH:14][c:15]([F:18])[cH:16][cH:17]3)[NH:19][c:20]2[cH:21][cH:22][c:23]([C:26](=[O:27])[NH:28][CH2:29][CH2:30][C:31](=[O:32])[OH:33])[n:24][cH:25]2)[CH2:2][CH2:3][CH2:4][CH2:5][CH2:6]1.